From a dataset of the Open Reaction Database (ORD), a public repository of structured organic reaction records. describe an organic reaction: reactants, conditions, products, and yield Starting materials: C1CCNCC1, Cc1ccccc1, CC(C)(C)[O-], [Na+]. Product: Cc1ccc(N2CCCCC2)cc1. As a reaction SMILES: [CH2:7]1[CH2:8][CH2:9][NH:10][CH2:11][CH2:12]1.[CH3:13][c:14]1[cH:15][cH:16][cH:17][cH:18][cH:19]1.[CH3:1][C:2]([CH3:3])([O-:4])[CH3:5].[Na+:6]>>[CH2:7]1[CH2:8][CH2:9][N:10]([c:17]2[cH:16][cH:15][c:14]([CH3:13])[cH:19][cH:18]2)[CH2:11][CH2:12]1. The reactants are CS(=O)(=O)N1CCC(=CC1)C=1C=C2C(=CN1)O[C@H](C2)C2CCNCC2 ((R)-5-(1-methanesulfonyl-1,2,3,6-tetrahydro-pyridin-4-yl)-2-piperidin-4-yl-2,3-dihydro-furo[2,3-c]pyridine), Intermediate 39, ClC1=NC=C(C=N1)C(F)(F)F (2-chloro-5-trifluoromethyl-pyrimidine), C(=O)([O-])[O-].[K+].[K+] (K2CO3), CS(=O)C (dimethyl sulfoxide). Run in O (water). The product is CS(=O)(=O)N1CCC(=CC1)C=1C=C2C(=CN1)O[C@H](C2)C2CCN(CC2)C2=NC=C(C=N2)C(F)(F)F ((R)-5-(1-Methanesulfonyl-1,2,3,6-tetrahydro-pyridin-4-yl)-2-[1-(5-trifluoromethyl-pyrimidin-2-yl)-piperidin-4-yl]-2,3-dihydro-furo[2,3-c]pyridine). Reaction SMILES: [CH3:1][S:2]([N:5]1[CH2:10][CH:9]=[C:8]([C:11]2[CH:12]=[C:13]3[CH2:19][C@H:18]([CH:20]4[CH2:25][CH2:24][NH:23][CH2:22][CH2:21]4)[O:17][C:14]3=[CH:15][N:16]=2)[CH2:7][CH2:6]1)(=[O:4])=[O:3].Cl[C:27]1[N:32]=[CH:31][C:30]([C:33]([F:36])([F:35])[F:34])=[CH:29][N:28]=1.C([O-])([O-])=O.[K+].[K+].CS(C)=O>O>[CH3:1][S:2]([N:5]1[CH2:6][CH:7]=[C:8]([C:11]2[CH:12]=[C:13]3[CH2:19][C@H:18]([CH:20]4[CH2:25][CH2:24][N:23]([C:27]5[N:32]=[CH:31][C:30]([C:33]([F:36])([F:35])[F:34])=[CH:29][N:28]=5)[CH2:22][CH2:21]4)[O:17][C:14]3=[CH:15][N:16]=2)[CH2:9][CH2:10]1)(=[O:3])=[O:4] |f:2.3.4|. Reported procedure: A mixture of (R)-5-(1-methanesulfonyl-1,2,3,6-tetrahydro-pyridin-4-yl)-2-piperidin-4-yl-2,3-dihydro-furo[2,3-c]pyridine (Intermediate 39, the configuration of the stereocenter is arbitrarily assigned; 110 mg}, 2-chloro-5-trifluoromethyl-pyrimidine (76 mg), K2CO3 (100 mg), and dimethyl sulfoxide (1.5 mL) is stirred at 110° C. for 3 h. After cooling to room temperature, water is added and the resulting mixture is extracted with ethyl acetate. The combined extracts are washed with brine, dried (Na2... Starting materials: CCn1c(CCl)nc(Br)c1C, Cl, Fc1cccc(-c2ncc[nH]2)n1, [K+], [K+], O=C([O-])[O-], CN(C)C=O, O. Product: CCn1c(Cn2ccnc2-c2cccc(F)n2)nc(Br)c1C. As a reaction SMILES: [Br:2][c:3]1[n:4][c:5]([CH2:11][Cl:12])[n:6]([CH2:9][CH3:10])[c:7]1[CH3:8].[ClH:1].[F:19][c:20]1[n:21][c:22](-[c:26]2[nH:27][cH:28][cH:29][n:30]2)[cH:23][cH:24][cH:25]1.[K+:13].[K+:14].[O-:15][C:16]([O-:17])=[O:18].[O:32]=[CH:33][N:34]([CH3:35])[CH3:36].[OH2:31]>>[Br:2][c:3]1[n:4][c:5]([CH2:11][n:30]2[c:26](-[c:22]3[n:21][c:20]([F:19])[cH:25][cH:24][cH:23]3)[n:27][cH:28][cH:29]2)[n:6]([CH2:9][CH3:10])[c:7]1[CH3:8]. Reactants: C(C)(C)(C)C1=C(C(=CC(=C1)C=CC1=C(C=CC=C1)[N+](=O)[O-])C(C)(C)C)O (2,6-di-tert-butyl-4-(2-nitrostyryl)phenol), O (water), Cl (hydrochloric acid). Reagents/catalysts: [Fe] (iron). The solvent is CO (methanol). Yields the product NC1=C(C=CC2=CC(=C(C(=C2)C(C)(C)C)O)C(C)(C)C)C=CC=C1 (4-(2-aminostyryl)-2,6-di-tert-butylphenol). The yield is 69.8%. As a reaction SMILES: [C:1]([C:5]1[CH:10]=[C:9]([CH:11]=[CH:12][C:13]2[CH:18]=[CH:17][CH:16]=[CH:15][C:14]=2[N+:19]([O-])=O)[CH:8]=[C:7]([C:22]([CH3:25])([CH3:24])[CH3:23])[C:6]=1[OH:26])([CH3:4])([CH3:3])[CH3:2].O.Cl>CO.[Fe]>[NH2:19][C:14]1[CH:15]=[CH:16][CH:17]=[CH:18][C:13]=1[CH:12]=[CH:11][C:9]1[CH:10]=[C:5]([C:1]([CH3:4])([CH3:2])[CH3:3])[C:6]([OH:26])=[C:7]([C:22]([CH3:24])([CH3:23])[CH3:25])[CH:8]=1. Procedure: To a solution of 2,6-di-tert-butyl-4-(2-nitrostyryl)phenol (1.1 g, 3.1 mmol) in methanol (15 ml) was added water (4 ml), conc. hydrochloric acid (0.2 ml) and iron powder (1.7 g, 30 mmol) and the mixture was heated under reflux for 5 hrs. After filtration, followed by extraction with ethyl acetate and water, the extract was washed with water, dried over MgSO4 and concentrated. Purification of the residue by a silica gel column chromatography followed by recrystallization from hexane afforded 4-(2... Starting materials: CC1(OC2=C(C(=N1)OC=1N=NC(=CC1)O)C=C(C=C2)C#N)C (2,2-dimethyl-4-(6-hydroxy-3-pyridazinyloxy)-6-cyano-2H-1,3-benzoxazine), C(=O)([O-])[O-].[K+].[K+] (K2CO3), S(=O)(=O)(OC)OC (dimethyl sulfate). Run in CN(C)C=O (DMF). Conditions: time 3 hour. The product is CC1(OC2=C(C(=N1)OC=1N=NC(=CC1)OC)C=C(C=C2)C#N)C (2,2-Dimethyl-4-(6-methoxy-3-pyridazinyloxy)-6-cyano-2H-1,3-benzoxazine). Reaction SMILES: [CH3:1][C:2]1([CH3:22])[N:7]=[C:6]([O:8][C:9]2[N:10]=[N:11][C:12]([OH:15])=[CH:13][CH:14]=2)[C:5]2[CH:16]=[C:17]([C:20]#[N:21])[CH:18]=[CH:19][C:4]=2[O:3]1.[C:23]([O-])([O-])=O.[K+].[K+].S(OC)(OC)(=O)=O>CN(C=O)C>[CH3:1][C:2]1([CH3:22])[N:7]=[C:6]([O:8][C:9]2[N:10]=[N:11][C:12]([O:15][CH3:23])=[CH:13][CH:14]=2)[C:5]2[CH:16]=[C:17]([C:20]#[N:21])[CH:18]=[CH:19][C:4]=2[O:3]1 |f:1.2.3|. Reported procedure: A mixture of 296 mg of 2,2-dimethyl-4-(6-hydroxy-3-pyridazinyloxy)-6-cyano-2H-1,3-benzoxazine, 1 g of K2CO3,0.65 ml of dimethyl sulfate and 16 ml of DMF is boiled for 3 hours and subjected to customary work-up. 2,2-Dimethyl-4-(6-methoxy-3-pyridazinyloxy)-6-cyano-2H-1,3-benzoxazine is obtained. The reactants are C1(CC1)C1=CC=C2C=C(N(C2=C1)C(=O)OC(C)(C)C)C1=NC=C(C=C1)S(N[C@H](C(F)(F)F)C)(=O)=O ((S)-tert-butyl 6-cyclopropyl-2-(5-(N-(1,1,1-trifluoropropan-2-yl)sulfamoyl)pyridin-2-yl)-1H-indole-1-carboxylate), C(=O)([O-])[O-].[K+].[K+] (K2CO3), C(C=C)Br (allyl bromide). The solvent is CN(C)C=O (DMF). Run at time 2 hour. The product is C(C=C)N(S(=O)(=O)C=1C=CC(=NC1)C=1N(C2=CC(=CC=C2C1)C1CC1)C(=O)OC(C)(C)C)[C@H](C(F)(F)F)C ((S)-tert-butyl 2-(5-(N-allyl-N-(1,1,1-trifluoropropan-2-yl)sulfamoyl)pyridin-2-yl)-6-cyclopropyl-1H-indole-1-carboxylate), oil. Isolated yield 92.0%. Reaction SMILES: [CH:1]1([C:4]2[CH:12]=[C:11]3[C:7]([CH:8]=[C:9]([C:20]4[CH:25]=[CH:24][C:23]([S:26](=[O:35])(=[O:34])[NH:27][C@@H:28]([CH3:33])[C:29]([F:32])([F:31])[F:30])=[CH:22][N:21]=4)[N:10]3[C:13]([O:15][C:16]([CH3:19])([CH3:18])[CH3:17])=[O:14])=[CH:6][CH:5]=2)[CH2:3][CH2:2]1.C([O-])([O-])=O.[K+].[K+].[CH2:42](Br)[CH:43]=[CH2:44]>CN(C=O)C>[CH2:44]([N:27]([C@@H:28]([CH3:33])[C:29]([F:31])([F:30])[F:32])[S:26]([C:23]1[CH:24]=[CH:25][C:20]([C:9]2[N:10]([C:13]([O:15][C:16]([CH3:18])([CH3:19])[CH3:17])=[O:14])[C:11]3[C:7]([CH:8]=2)=[CH:6][CH:5]=[C:4]([CH:1]2[CH2:3][CH2:2]2)[CH:12]=3)=[N:21][CH:22]=1)(=[O:35])=[O:34])[CH:43]=[CH2:42] |f:1.2.3|. Procedure details: To a solution of (S)-tert-butyl 6-cyclopropyl-2-(5-(N-(1,1,1-trifluoropropan-2-yl)sulfamoyl)pyridin-2-yl)-1H-indole-1-carboxylate (503 mg, 0.99 mmol) and K2CO3 (276 mg, 2 mmol) in DMF (5 mL) was added allyl bromide (0.11 mL, 1.30 mmol). The mixture was stirred at room temperature for 2 hrs, and quenched with water (60 mL). The mixture was extracted with CH2Cl2 (3×20 mL). The solvent was then evaporated and (S)-tert-butyl 2-(5-(N-allyl-N-(1,1,1-trifluoropropan-2-yl)sulfamoyl)pyridin-2-yl)-6-cyclo... The reactants are CCCCCC(C)CC(CC(=O)OC(C)(C)C)C(=O)N1C(=O)OC(c2ccccc2)C1C, C1CCOC1, CCCCCCC, CCOC(C)=O, [Li+], [OH-], O, OO. Yields the product CCCCCC(C)CC(CC(=O)OC(C)(C)C)C(=O)O. Reaction SMILES: [C:1]([CH3:2])([CH3:3])([CH3:4])[O:5][C:6]([CH2:7][CH:8]([CH2:9][CH:10]([CH2:11][CH2:12][CH2:13][CH2:14][CH3:15])[CH3:16])[C:17](=[O:18])[N:19]1[CH:20]([CH3:21])[CH:22]([c:23]2[cH:24][cH:25][cH:26][cH:27][cH:28]2)[O:29][C:30]1=[O:31])=[O:32].[CH2:44]1[O:45][CH2:46][CH2:47][CH2:48]1.[CH3:37][CH2:38][CH2:39][CH2:40][CH2:41][CH2:42][CH3:43].[CH3:50][CH2:51][O:52][C:53]([CH3:54])=[O:55].[Li+:34].[OH-:33].[OH2:49].[OH:35][OH:36]>>[C:1]([CH3:2])([CH3:3])([CH3:4])[O:5][C:6]([CH2:7][CH:8]([CH2:9][CH:10]([CH2:11][CH2:12][CH2:13][CH2:14][CH3:15])[CH3:16])[C:17]([OH:18])=[O:33])=[O:32].